From a dataset of the Open Reaction Database (ORD), a public repository of structured organic reaction records. describe an organic reaction: reactants, conditions, products, and yield The reactants are CC(=O)O, O, OO, NS(=O)(=O)c1cc2ncccc2o1. The product is NS(=O)(=O)c1cc2c(ccc[n+]2[O-])o1. Reaction SMILES: [CH3:17][C:18](=[O:19])[OH:20].[OH2:16].[OH:14][OH:15].[S:1]([NH2:2])(=[O:3])(=[O:4])[c:5]1[cH:6][c:7]2[n:8][cH:9][cH:10][cH:11][c:12]2[o:13]1>>[S:1]([NH2:2])(=[O:3])(=[O:4])[c:5]1[cH:6][c:7]2[n+:8]([O-:14])[cH:9][cH:10][cH:11][c:12]2[o:13]1. Reactants: ClC1=C2C(=NC(=C1)OC(C)C)CCC2 (4-chloro-2-isopropoxy-6,7-dihydro-5H-cyclopenta[b]pyridine), NC1=CC=C(C=C1)CCO (2-(4-aminophenyl)ethanol), hydrochloride salt. Yields the product Cl.C(C)(C)OC1=CC(=C2C(=N1)CCC2)NC2=CC=C(C=C2)CCO (2-(4-((2-Isopropoxy-6,7-dihydro-5H-cyclopenta[b]pyridin-4-yl)amino)phenyl)ethanol hydrochloride). Isolated yield 35.0%. RXN SMILES: [Cl:1][C:2]1[CH:7]=[C:6]([O:8][CH:9]([CH3:11])[CH3:10])[N:5]=[C:4]2[CH2:12][CH2:13][CH2:14][C:3]=12.[NH2:15][C:16]1[CH:21]=[CH:20][C:19]([CH2:22][CH2:23][OH:24])=[CH:18][CH:17]=1>>[ClH:1].[CH:9]([O:8][C:6]1[N:5]=[C:4]2[CH2:12][CH2:13][CH2:14][C:3]2=[C:2]([NH:15][C:16]2[CH:21]=[CH:20][C:19]([CH2:22][CH2:23][OH:24])=[CH:18][CH:17]=2)[CH:7]=1)([CH3:11])[CH3:10] |f:2.3|. Procedure details: Following general procedure B1, 4-chloro-2-isopropoxy-6,7-dihydro-5H-cyclopenta[b]pyridine (0.057 g, 0.27 mmol) was reacted with 2-(4-aminophenyl)ethanol (0.056 g, 0.40 mmol), followed by formation of the hydrochloride salt to afford the title compound (0.033 g, 35%) as a white solid. MW=348.87. 1H NMR (DMSO-d6, 300 MHz) δ 13.84 (s, 1H), 9.50 (s, 1H), 7.33 (d, J=8.5 Hz, 2H), 7.25 (d, J=8.5 Hz, 2H), 6.12 (s, 1H), 4.82-4.67 (m, 1H), 3.64 (t, J=7.0 Hz, 2H), 2.93 (t, J=7.5 Hz, 2H), 2.83-2.69 (m, 4H)... The reactants are CN(C)c1ccccn1, CCOC(C)=O, CCOC(=O)c1c(-c2cccc(OCC3CC3)c2)c2cc(O)ccc2n1Cc1cccc(OC)c1, ClCCl, O=S(=O)(OS(=O)(=O)C(F)(F)F)C(F)(F)F, c1ccncc1. Reaction SMILES: [CH3:16][N:17]([c:18]1[cH:19][cH:20][cH:21][cH:22][n:23]1)[CH3:24].[CH3:69][CH2:70][O:71][C:72](=[O:73])[CH3:74].[CH:25]1([CH2:28][O:29][c:30]2[cH:31][c:32](-[c:36]3[c:37]([C:55](=[O:56])[O:57][CH2:58][CH3:59])[n:38]([CH2:46][c:47]4[cH:48][c:49]([O:53][CH3:54])[cH:50][cH:51][cH:52]4)[c:39]4[cH:40][cH:41][c:42]([OH:45])[cH:43][c:44]34)[cH:33][cH:34][cH:35]2)[CH2:26][CH2:27]1.[Cl:60][CH2:61][Cl:62].[F:1][C:2]([F:3])([F:4])[S:5](=[O:6])(=[O:7])[O:8][S:9]([C:10]([F:11])([F:12])[F:13])(=[O:14])=[O:15].[cH:63]1[cH:64][cH:65][n:66][cH:67][cH:68]1>>[F:1][C:2]([F:3])([F:4])[S:5](=[O:6])(=[O:7])[O:8][c:42]1[cH:41][cH:40][c:39]2[n:38]([CH2:46][c:47]3[cH:48][c:49]([O:53][CH3:54])[cH:50][cH:51][cH:52]3)[c:37]([C:55](=[O:56])[O:57][CH2:58][CH3:59])[c:36](-[c:32]3[cH:31][c:30]([O:29][CH2:28][CH:25]4[CH2:26][CH2:27]4)[cH:35][cH:34][cH:33]3)[c:44]2[cH:43]1. Yields the product CCOC(=O)c1c(-c2cccc(OCC3CC3)c2)c2cc(OS(=O)(=O)C(F)(F)F)ccc2n1Cc1cccc(OC)c1. Starting materials: C(C1=CC=CC=C1)N1C(=NN2C(C1=O)=C(C=C2)Cl)C=O (3-benzyl-5-chloro-4-oxo-3,4-dihydro-pyrrolo[2,1-f][1,2,4]triazine-2-carbaldehyde), C(C)(C)(C)OC(NCCCN)=O ((3-amino-propyl)-carbamic acid tert-butyl ester), [BH-](OC(=O)C)(OC(=O)C)OC(=O)C.[Na+] (NaBH(OAc)3). Solvent: CCO (EtOH). Reaction conditions: time 2 hour. Product: C(C)(C)(C)OC(NCCCNCC1=NN2C(C(N1CC1=CC=CC=C1)=O)=C(C=C2)Cl)=O ((±)-{3-[(3-Benzyl-5-chloro-4-oxo-3,4-dihydro-pyrrolo[2,1-f][1,2,4]triazin-2-ylmethyl)-amino]-propyl}-carbamic acid tert-butyl ester). RXN SMILES: [CH2:1]([N:8]1[C:13](=[O:14])[C:12]2=[C:15]([Cl:18])[CH:16]=[CH:17][N:11]2[N:10]=[C:9]1[CH:19]=O)[C:2]1[CH:7]=[CH:6][CH:5]=[CH:4][CH:3]=1.[C:21]([O:25][C:26](=[O:32])[NH:27][CH2:28][CH2:29][CH2:30][NH2:31])([CH3:24])([CH3:23])[CH3:22].[BH-](OC(C)=O)(OC(C)=O)OC(C)=O.[Na+]>CCO>[C:21]([O:25][C:26](=[O:32])[NH:27][CH2:28][CH2:29][CH2:30][NH:31][CH2:19][C:9]1[N:8]([CH2:1][C:2]2[CH:3]=[CH:4][CH:5]=[CH:6][CH:7]=2)[C:13](=[O:14])[C:12]2=[C:15]([Cl:18])[CH:16]=[CH:17][N:11]2[N:10]=1)([CH3:24])([CH3:22])[CH3:23] |f:2.3|. Procedure: To a solution of 3-benzyl-5-chloro-4-oxo-3,4-dihydro-pyrrolo[2,1-f][1,2,4]triazine-2-carbaldehyde (Example 22 E, 50 mg, 0.17 mmol) in EtOH (1 mL) was added 4 A molecular sieves (50 mg), (3-amino-propyl)-carbamic acid tert-butyl ester (Fluka, 33 mg, 0.19 mmol) and NaBH(OAc)3 (55 mg, 0.26 mmol) under Ar. The reaction mixture was stirred at rt for 2 h, filtered and the filtrate was concentrated in vacuo. The residue was purified by flash column chromatography (SiO2, 1–2% MeOH/CHCl3) to afford the d...